From a dataset of the Open Reaction Database (ORD), a public repository of structured organic reaction records. describe an organic reaction: reactants, conditions, products, and yield Reactants: FC1=CC=C(C=C1)CC(=O)C1=C(C=CC=C1)C#CCCCC (2-(4-Fluorophenyl)-1-[2-(1-hexyn-1-yl)phenyl]ethanone), C[Si](C)(C)[N-][Si](C)(C)C.[K+] (KHMDS). Solvent: C1(=CC=CC=C1)C (toluene), C1(=CC=CC=C1)C (toluene). The product is C(CCC)C=1C(=C(C2=CC=CC=C2C1)O)C1=CC=C(C=C1)F (3-Butyl-2-(4-fluorophenyl)-1-naphthalenol). The yield is 68.5%. RXN SMILES: [F:1][C:2]1[CH:7]=[CH:6][C:5]([CH2:8][C:9]([C:11]2[CH:16]=[CH:15][CH:14]=[CH:13][C:12]=2[C:17]#[C:18][CH2:19][CH2:20][CH2:21][CH3:22])=[O:10])=[CH:4][CH:3]=1.C[Si]([N-][Si](C)(C)C)(C)C.[K+]>C1(C)C=CC=CC=1>[CH2:19]([C:18]1[C:8]([C:5]2[CH:4]=[CH:3][C:2]([F:1])=[CH:7][CH:6]=2)=[C:9]([OH:10])[C:11]2[C:12]([CH:17]=1)=[CH:13][CH:14]=[CH:15][CH:16]=2)[CH2:20][CH2:21][CH3:22] |f:1.2|. Procedure: A solution of 2-(4-fluorophenyl)-1-[2-(1-hexyn-1-yl)phenyl]ethanone (165) (0.37 g, 1.24 mmol) in toluene was treated with a KHMDS solution in toluene to give 0.25 g (69%) of the title compound (166) as a yellow solid upon standing. 1H NMR (400 MHz, CDCl3): δ 0.77 (t, J=7.3 Hz, 3H), 1.15-1.30 (m, 2H), 1.35-1.50 (m, 2H), 2.47 (t, J=7.9 Hz, 2H), 5.10 (s, 1H), 7.20-7.28 (m, 2H), 7.30-7.37 (m, 3H), 7.40-7.50 (m, 2H), 7.75 (d, J=8.0 Hz, 1H), 8.17 (d, J=8.4 Hz, 1H). LCMS (APCI): m/z 295 (M+H) t.